From a dataset of the Open Reaction Database (ORD), a public repository of structured organic reaction records. describe an organic reaction: reactants, conditions, products, and yield RXN SMILES: [C:1]([O:5][C:6]([N:8]1[CH:13]2[CH2:14][C:15](=[O:17])[CH2:16][CH:9]1[CH2:10][O:11][CH2:12]2)=[O:7])([CH3:4])([CH3:3])[CH3:2].[Li+].C[Si]([N-][Si](C)(C)C)(C)C.N1([C:33](=[O:35])[CH3:34])C=CC=N1>C1COCC1>[C:1]([O:5][C:6]([N:8]1[CH:13]2[CH:14]([C:33](=[O:35])[CH3:34])[C:15](=[O:17])[CH2:16][CH:9]1[CH2:10][O:11][CH2:12]2)=[O:7])([CH3:4])([CH3:2])[CH3:3] |f:1.2|. The solvent is C1CCOC1 (THF). Run at temperature -78 celsius, time 15 minute. Reported procedure: To a solution of 7-oxo-3-oxa-9-aza-bicyclo[3.3.1]nonane-9-carboxylic acid tert-butyl ester (482 mg, 2 mmol) in THF (5 mL) was added LiHMDS (3 mL, 3 mmol) slowly at −78° C. After 15 mins, 1-pyrazol-1-yl-ethanone (264 mg, 2.4 mmol) was added, and the resulting mixture was stirred at −78° C. for 1 hour and then at room temperature for 1 hour. The reaction mixture was quenched with water, and then extracted with EA (20 mL×2). The organic layer was concentrated in vacuo. The residue was purified by f... Starting materials: C(C)(C)(C)OC(=O)N1C2COCC1CC(C2)=O (7-oxo-3-oxa-9-aza-bicyclo[3.3.1]nonane-9-carboxylic acid tert-butyl ester), [Li+].C[Si](C)(C)[N-][Si](C)(C)C (LiHMDS), N1(N=CC=C1)C(C)=O (1-pyrazol-1-yl-ethanone). Yields the product C(C)(C)(C)OC(=O)N1C2COCC1C(C(C2)=O)C(C)=O (6-acetyl-7-oxo-3-oxa-9-aza-bicyclo[3.3.1]nonane-9-carboxylic acid tert-butyl ester), yellow oil. Isolated yield 20.0%.